This data is from the Open Reaction Database (ORD), a public repository of structured organic reaction records. The task is: describe an organic reaction: reactants, conditions, products, and yield Reactants: [N-]=[N+]=[N-].[Na+] (NaN3), C(#N)C1=C(C=CC(=C1)C(=O)N)C1=CC=C(C=C1)C=1SC=CC1NS(=O)(=O)C(C)C (2-Cyano-4′-[3-(propane-2-sulfonylamino)-thiophen-2-yl]-biphenyl-4-carboxylic acid amide), C(C)#N (acetonitrile), solution, [Si](Cl)(Cl)(Cl)Cl (SiCl4). Run in C(Cl)Cl (DCM). Conditions: temperature 70 celsius, time 15 hour. Yields the product C(#N)C=1C=C(C=CC1C=1SC=CC1NS(=O)(=O)C(C)C)C1=CC=C(C=C1)C1=NN=NN1 (Propane-2-sulfonic acid {2-[3-cyano-4′-(1H-tetrazol-5-yl)-biphenyl-4-yl]-thiophen-3-yl}-amide). Reaction SMILES: [N-:1]=[N+:2]=[N-:3].[Na+].[Si](Cl)(Cl)(Cl)Cl.C([C:12]1[CH:17]=[C:16]([C:18]([NH2:20])=O)[CH:15]=[CH:14][C:13]=1[C:21]1[CH:26]=[CH:25][C:24]([C:27]2[S:28][CH:29]=[CH:30][C:31]=2[NH:32][S:33]([CH:36]([CH3:38])[CH3:37])(=[O:35])=[O:34])=[CH:23][CH:22]=1)#N.[C:39](#[N:41])C>C(Cl)Cl>[C:39]([C:25]1[CH:26]=[C:21]([C:13]2[CH:14]=[CH:15][C:16]([C:18]3[NH:20][N:3]=[N:2][N:1]=3)=[CH:17][CH:12]=2)[CH:22]=[CH:23][C:24]=1[C:27]1[S:28][CH:29]=[CH:30][C:31]=1[NH:32][S:33]([CH:36]([CH3:38])[CH3:37])(=[O:35])=[O:34])#[N:41] |f:0.1|. Procedure: Add NaN3 (4.5 mmol) and a 1M solution of SiCl4 (1.5 mmol) in DCM to a solution of 2-Cyano-4′-[3-(propane-2-sulfonylamino)-thiophen-2-yl]-biphenyl-4-carboxylic acid amide (1.5 mmol) in acetonitrile (50 mL). Stir 15 h at 70° C. Concentrate to dryness under reduced pressure. Dissolve resultant residue in 20 ml of NH4Cl and extract with DCM and the aqueous with EtOAc. Concentrate all organic layers to dryness. Purify by HPLC to provide the title compound. MS (ES−):449(M−1). Reactants: C1(NCC2=CC=CC=C12)=O (2,3-dihydro-isoindol-1-one), BrCC1=CC(=CC=C1)Cl (1-bromomethyl-3-chloro-benzene), C(=O)([O-])[O-].[Cs+].[Cs+] (Cs2CO3), C1COCCOCCOCCOCCOCCO1 (18-crown-6). The solvent is CC(=O)C (acetone), C(C)(=O)OCC (ethyl acetate), CCCCCC (hexane). Run at temperature 70 celsius, time 16 hour. The product is ClC=1C=C(CN2C(C3=CC=CC=C3C2)=O)C=CC1 (2-(3-chloro-benzyl)-2,3-dihydro-isoindol-1-one). Isolated yield 83.0%. RXN SMILES: [C:1]1(=[O:10])[C:9]2[C:4](=[CH:5][CH:6]=[CH:7][CH:8]=2)[CH2:3][NH:2]1.Br[CH2:12][C:13]1[CH:18]=[CH:17][CH:16]=[C:15]([Cl:19])[CH:14]=1.C([O-])([O-])=O.[Cs+].[Cs+].C1OCCOCCOCCOCCOCCOC1>CC(C)=O.CCCCCC.C(OCC)(=O)C>[Cl:19][C:15]1[CH:14]=[C:13]([CH:18]=[CH:17][CH:16]=1)[CH2:12][N:2]1[CH2:3][C:4]2[C:9](=[CH:8][CH:7]=[CH:6][CH:5]=2)[C:1]1=[O:10] |f:2.3.4|. Procedure: A mixture of 2,3-dihydro-isoindol-1-one (0.066 g, 0.5 mmol), 1-bromomethyl-3-chloro-benzene (0.123 g, 0.6 mmol), Cs2CO3 (0.408 g, 1.25 mmol), and 18-crown-6 (0.013 g, 0.05 mmol) in acetone (3 mL) was stirred at 70° C. for 16 h. Workup and silica gel column chromatography using 30% ethyl acetate in hexane afforded 2-(3-chloro-benzyl)-2,3-dihydro-isoindol-1-one (0.107 g, 85%). 1H NMR (300 MHz, CDCl3): δ (ppm) 4.28 (s, 2H), 4.78 (s, 2H), 7.16-7.52 (m, 7H), 7.90 (d, 1H).